From a dataset of the Open Reaction Database (ORD), a public repository of structured organic reaction records. describe an organic reaction: reactants, conditions, products, and yield The reactants are CCOC(C)=O, CC(C)(C)OC(=O)N1CC2Cc3cccnc3C(C2)C1, Cl. The product is c1cnc2c(c1)CC1CNCC2C1, Cl. Reaction SMILES: [CH3:22][CH2:23][O:24][C:25](=[O:26])[CH3:27].[CH:1]12[c:2]3[n:3][cH:4][cH:5][cH:6][c:7]3[CH2:8][CH:9]([CH2:10][N:11]([C:13]([O:14][C:15]([CH3:16])([CH3:17])[CH3:18])=[O:19])[CH2:12]1)[CH2:20]2.[ClH:21]>>[CH:1]12[c:2]3[n:3][cH:4][cH:5][cH:6][c:7]3[CH2:8][CH:9]([CH2:10][NH:11][CH2:12]1)[CH2:20]2.[ClH:21].